From a dataset of the Open Reaction Database (ORD), a public repository of structured organic reaction records. describe an organic reaction: reactants, conditions, products, and yield Starting materials: C(#N)C1(CCC2(OCCO2)CC1)C1=CC=C(C=N1)NC(=O)C=1C=NN(C1C)C1=CC=C(C=C1)C (N-[6-(8-cyano-1,4-dioxaspiro[4.5]dec-8-yl)pyridin-3-yl]-5-methyl-1-(4-methylphenyl)-1H-pyrazole-4-carboxamide), C([O-])([O-])=O.[K+].[K+] (potassium carbonate), C(C)(=O)O (acetic acid), Cl (hydrochloric acid). The solvent is O (water). Reaction conditions: temperature 100 celsius, time 2 hour. The product is C(#N)C1(CCC(CC1)=O)C1=CC=C(C=N1)NC(=O)C=1C=NN(C1C)C1=CC=C(C=C1)C (N-[6-(1-Cyano-4-oxocyclohexyl)pyridin-3-yl]-5-methyl-1-(4-methylphenyl)-1H-pyrazole-4-carboxamide). Isolated yield 58.7%. As a reaction SMILES: [C:1]([C:3]1([C:13]2[N:18]=[CH:17][C:16]([NH:19][C:20]([C:22]3[CH:23]=[N:24][N:25]([C:28]4[CH:33]=[CH:32][C:31]([CH3:34])=[CH:30][CH:29]=4)[C:26]=3[CH3:27])=[O:21])=[CH:15][CH:14]=2)[CH2:12][CH2:11][C:6]2(OCC[O:7]2)[CH2:5][CH2:4]1)#[N:2].C(O)(=O)C.Cl.C(=O)([O-])[O-].[K+].[K+]>O>[C:1]([C:3]1([C:13]2[N:18]=[CH:17][C:16]([NH:19][C:20]([C:22]3[CH:23]=[N:24][N:25]([C:28]4[CH:29]=[CH:30][C:31]([CH3:34])=[CH:32][CH:33]=4)[C:26]=3[CH3:27])=[O:21])=[CH:15][CH:14]=2)[CH2:12][CH2:11][C:6](=[O:7])[CH2:5][CH2:4]1)#[N:2] |f:3.4.5|. Reported procedure: A solution of N-[6-(8-cyano-1,4-dioxaspiro[4.5]dec-8-yl)pyridin-3-yl]-5-methyl-1-(4-methylphenyl)-1H-pyrazole-4-carboxamide (181 mg) described in Example E3 in a mixed solvent of acetic acid (2 ml), water (0.5 ml) and 1N hydrochloric acid aqueous solution (0.5 ml) was stirred at 100° C. for two hours. After the reaction, a saturated aqueous solution of potassium carbonate was added and extracted with ethyl acetate. The organic solution was dried over anhydrous magnesium sulfate and concentrated.... Reactants: CO, O=c1[nH]c(-c2ccccc2)c(OCCOC2CCCCO2)c2ccc(F)cc12. The product is O=c1[nH]c(-c2ccccc2)c(OCCO)c2ccc(F)cc12. Reaction SMILES: [CH3:29][OH:30].[F:1][c:2]1[cH:3][cH:4][c:5]2[c:6]([O:19][CH2:20][CH2:21][O:22][CH:23]3[CH2:24][CH2:25][CH2:26][CH2:27][O:28]3)[c:7](-[c:13]3[cH:14][cH:15][cH:16][cH:17][cH:18]3)[nH:8][c:9](=[O:12])[c:10]2[cH:11]1>>[F:1][c:2]1[cH:3][cH:4][c:5]2[c:6]([O:19][CH2:20][CH2:21][OH:22])[c:7](-[c:13]3[cH:14][cH:15][cH:16][cH:17][cH:18]3)[nH:8][c:9](=[O:12])[c:10]2[cH:11]1.